From a dataset of the Open Reaction Database (ORD), a public repository of structured organic reaction records. describe an organic reaction: reactants, conditions, products, and yield The reactants are O (H2O), aqueous solution, C=O (HCHO), S1C=CC=2C1=C(N=CC2)CSC=2NC1=C(N2)C=CC=C1 (2-[(thieno[2, 3-c]pyridin-7-yl)methylthio]benzimidazole). Run in CC#N (CH3CN). Reaction conditions: temperature 70 celsius, time 15 minute. Yields the product OCN1C(=NC2=C1C=CC=C2)SCC=2N=CC=C1C2SC=C1 (1-hydroxymethyl-2-[(thieno[2, 3-c]pyridin-7-yl)methylthio]benzimidazole). Reaction SMILES: [S:1]1[C:5]2=[C:6]([CH2:10][S:11][C:12]3[NH:13][C:14]4[CH:20]=[CH:19][CH:18]=[CH:17][C:15]=4[N:16]=3)[N:7]=[CH:8][CH:9]=[C:4]2[CH:3]=[CH:2]1.[OH2:21].[CH2:22]=O>CC#N>[OH:21][CH2:22][N:16]1[C:15]2[CH:17]=[CH:18][CH:19]=[CH:20][C:14]=2[N:13]=[C:12]1[S:11][CH2:10][C:6]1[N:7]=[CH:8][CH:9]=[C:4]2[CH:3]=[CH:2][S:1][C:5]=12. Procedure details: To 478.7 mg (1.60 mmol) of 2-[(thieno[2, 3-c]pyridin-7-yl)methylthio]benzimidazole. 1/10 H2O (Ia-1) were added 8 ml of CH3CN and 324.6 mg (4.00 mmol) of 37% aqueous solution of HCHO, and the mixture was stirred for 15 minutes at 70° C. After evaporation the solvent under reduced pressure, the residual crystals were washed with ether, whereby 420.9 mg (Yield : 80.3%) of the objective compound (Ib-4), 1-hydroxymethyl-2-[(thieno[2, 3-c]pyridin-7-yl)methylthio]benzimidazole was obtained as crystals. The reactants are C([O-])(O)=O.[Na+] (sodium bicarbonate), C(C)N(CC)S(F)(F)F (diethylaminosulphur trifluoride), CC1=C(C=C(C(=C1)C)N1C=CN2N=C(C=C21)C=2C=NC=CC2)NC(C2=CC(=CC=C2)C(C)(C)O)=O (N-{2,4-Dimethyl-5-[6-(pyridin-3-yl)-1H-imidazo[1,2-b]pyrazol-1-yl]phenyl}-3-(2-hydroxypropan-2-yl)benzamide). Run in O (water), ClCCl (dichloromethane), ClCCl (dichloromethane). Run at temperature -78 celsius, time 1 hour. The product is CC1=C(C=C(C(=C1)C)N1C=CN2N=C(C=C21)C=2C=NC=CC2)NC(C2=CC(=CC=C2)C(C)(C)F)=O (N-{2,4-Dimethyl-5-[6-(pyridin-3-yl)-1H-imidazo[1,2-b]pyrazol-1-yl]phenyl}-3-(2-fluoropropan-2-yl)benzamide). Reaction SMILES: C(N(S(F)(F)[F:7])CC)C.[CH3:10][C:11]1[CH:16]=[C:15]([CH3:17])[C:14]([N:18]2[C:25]3[N:21]([N:22]=[C:23]([C:26]4[CH:27]=[N:28][CH:29]=[CH:30][CH:31]=4)[CH:24]=3)[CH:20]=[CH:19]2)=[CH:13][C:12]=1[NH:32][C:33](=[O:44])[C:34]1[CH:39]=[CH:38][CH:37]=[C:36]([C:40](O)([CH3:42])[CH3:41])[CH:35]=1.C(=O)(O)[O-].[Na+]>ClCCl.O>[CH3:10][C:11]1[CH:16]=[C:15]([CH3:17])[C:14]([N:18]2[C:25]3[N:21]([N:22]=[C:23]([C:26]4[CH:27]=[N:28][CH:29]=[CH:30][CH:31]=4)[CH:24]=3)[CH:20]=[CH:19]2)=[CH:13][C:12]=1[NH:32][C:33](=[O:44])[C:34]1[CH:39]=[CH:38][CH:37]=[C:36]([C:40]([F:7])([CH3:42])[CH3:41])[CH:35]=1 |f:2.3|. Procedure details: At −78° C., a solution of 34 μl (0.258 mmol) of diethylaminosulphur trifluoride (DAST) in 0.5 ml of anhydrous dichloromethane was added dropwise to a solution of 100 mg (0.215 mmol) of the compound of Example 141 in 4.5 ml of anhydrous dichloromethane. The reaction mixture was stirred at −78° C. for 1 h, about 5 ml of saturated aqueous sodium bicarbonate solution were then added and the mixture was warmed to RT. The mixture was diluted with about 10 ml of water and extracted three times with in ... Reactants: [H-].[Al+3].[Li+].[H-].[H-].[H-] (Lithium aluminum hydride), C(C=C)OC=1C(=C(SC1C)C(CCC(=O)C1=CC(=C(C(=C1)OC)OC)OC)=O)OC (1-(4-allyloxy-3-methoxy-5-methyl-thiophenyl)-4-(3,4,5-trimethoxyphenyl)-1,4-butanedione). Run in O1CCCC1 (tetrahydrofuran). Conditions: time 0.5 hour. Yields the product C(C=C)OC=1C(=C(SC1C)C(CCC(O)C1=CC(=C(C(=C1)OC)OC)OC)O)OC (1-(4-allyloxy-3-methoxy-5-methylthiophenyl)-4-(3,4,5-trimethoxyphenyl)-1,4- butanediol). Reaction SMILES: [H-].[Al+3].[Li+].[H-].[H-].[H-].[CH2:7]([O:10][C:11]1[C:12]([O:35][CH3:36])=[C:13]([C:17](=[O:34])[CH2:18][CH2:19][C:20]([C:22]2[CH:27]=[C:26]([O:28][CH3:29])[C:25]([O:30][CH3:31])=[C:24]([O:32][CH3:33])[CH:23]=2)=[O:21])[S:14][C:15]=1[CH3:16])[CH:8]=[CH2:9]>O1CCCC1>[CH2:7]([O:10][C:11]1[C:12]([O:35][CH3:36])=[C:13]([CH:17]([OH:34])[CH2:18][CH2:19][CH:20]([C:22]2[CH:27]=[C:26]([O:28][CH3:29])[C:25]([O:30][CH3:31])=[C:24]([O:32][CH3:33])[CH:23]=2)[OH:21])[S:14][C:15]=1[CH3:16])[CH:8]=[CH2:9] |f:0.1.2.3.4.5|. Procedure: Lithium aluminum hydride (100 mg) was added to a solution of 1-(4-allyloxy-3-methoxy-5-methyl-thiophenyl)-4-(3,4,5-trimethoxyphenyl)-1,4-butanedione (1.0 g, 2.2 mmol) in tetrahydrofuran (10 ml) at 0° C. The mixture was stirred at room temperature for 0.5 hour and quenched with 2 N sodium hydroxide. The cake was filtered and washed with THF-Et2O (1:1, v/v). The combined filtrates were evaporated to give 1-(4-allyloxy-3-methoxy-5-methylthiophenyl)-4-(3,4,5-trimethoxyphenyl)-1,4- butanediol, which ... Starting materials: ClC1=C(C(=O)O)C=CC(=N1)O (2-chloro-6-hydroxynicotinic acid), FC(S(=O)(=O)OCC(F)F)(F)F (2,2-difluoroethyl trifluoromethanesulfonate), Amine-13. Product: ClC1=C(C(=O)OCC(F)F)C=CC(=N1)OCC(F)F (2,2-difluoroethyl 2-chloro-6-(2,2-difluoroethoxy)nicotinate). Isolated yield 92.0%. As a reaction SMILES: [Cl:1][C:2]1[N:10]=[C:9]([OH:11])[CH:8]=[CH:7][C:3]=1[C:4]([OH:6])=[O:5].FC(F)(F)S(O[CH2:18][CH:19]([F:21])[F:20])(=O)=O>>[Cl:1][C:2]1[N:10]=[C:9]([O:11][CH2:18][CH:19]([F:20])[F:21])[CH:8]=[CH:7][C:3]=1[C:4]([O:6][CH2:18][CH:19]([F:21])[F:20])=[O:5]. Procedure details: The title compound is prepared in 92% yield (2.9 g, clear colorless oil) from 2-chloro-6-hydroxynicotinic acid (1.8 g, 11 mmol) and 2,2-difluoroethyl trifluoromethanesulfonate instead of 2,2,2-trifluoroethyl trifluoromethanesulfonate by the similar manner in Step-3 of Amine-13. Reactants: C(CCC)[C@@H]1N[C@@H](CC=2C3=CC=CC=C3NC12)C(=O)OC (methyl (1RS,3RS)-cis-1-butyl-1,2,3,4-tetrahydro-β-carboline-3-carboxylate), [OH-].[Na+] (NaOH). Solvent: CO (methanol). The product is C(CCC)[C@@H]1N[C@@H](CC=2C3=CC=CC=C3NC12)C(=O)O ((1RS,3RS)-cis-1-Butyl-1,2,3,4-tetrahydro-β-carboline-3-carboxylic acid). As a reaction SMILES: [CH2:1]([C@H:5]1[C:17]2[NH:16][C:15]3[C:10](=[CH:11][CH:12]=[CH:13][CH:14]=3)[C:9]=2[CH2:8][C@@H:7]([C:18]([O:20]C)=[O:19])[NH:6]1)[CH2:2][CH2:3][CH3:4].[OH-].[Na+]>CO>[CH2:1]([C@H:5]1[C:17]2[NH:16][C:15]3[C:10](=[CH:11][CH:12]=[CH:13][CH:14]=3)[C:9]=2[CH2:8][C@@H:7]([C:18]([OH:20])=[O:19])[NH:6]1)[CH2:2][CH2:3][CH3:4] |f:1.2|. Procedure: In the same manner as described in Reference Example 2-(1) using methyl (1RS,3RS)-cis-1-butyl-1,2,3,4-tetrahydro-β-carboline-3-carboxylate (1.43 g), 1N NaOH (5.5 ml) and methanol (30 ml), there is obtained the title compound (1.06 g, 78%) as colorless needles, m.p. 215°-216° C. (recrystallized from methanol). Starting materials: CCN=C=NCCCN(C)C, CCN(C(C)C)C(C)C, Cl, NCC(=O)N1CCN(C(=O)c2cc(F)ccc2C(F)(F)F)CC1, CN(C)C=O, O, On1nnc2ccccc21, O=C(O)c1ccc(Nc2ccccc2)cn1. The product is O=C(NCC(=O)N1CCN(C(=O)c2cc(F)ccc2C(F)(F)F)CC1)c1ccc(Nc2ccccc2)cn1. Reaction SMILES: [CH3:26][CH2:27][N:28]=[C:29]=[N:30][CH2:31][CH2:32][CH2:33][N:34]([CH3:35])[CH3:36].[CH:1]([N:2]([CH2:3][CH3:4])[CH:5]([CH3:6])[CH3:7])([CH3:8])[CH3:9].[ClH:70].[NH2:47][CH2:48][C:49](=[O:50])[N:51]1[CH2:52][CH2:53][N:54]([C:57]([c:58]2[c:59]([C:65]([F:66])([F:67])[F:68])[cH:60][cH:61][c:62]([F:64])[cH:63]2)=[O:69])[CH2:55][CH2:56]1.[O:71]=[CH:72][N:73]([CH3:74])[CH3:75].[OH2:76].[OH:37][n:38]1[c:39]2[c:40]([cH:41][cH:42][cH:43][cH:44]2)[n:45][n:46]1.[c:10]1([NH:16][c:17]2[cH:18][cH:19][c:20]([C:23](=[O:24])[OH:25])[n:21][cH:22]2)[cH:11][cH:12][cH:13][cH:14][cH:15]1>>[c:10]1([NH:16][c:17]2[cH:18][cH:19][c:20]([C:23](=[O:25])[NH:47][CH2:48][C:49](=[O:50])[N:51]3[CH2:52][CH2:53][N:54]([C:57]([c:58]4[c:59]([C:65]([F:66])([F:67])[F:68])[cH:60][cH:61][c:62]([F:64])[cH:63]4)=[O:69])[CH2:55][CH2:56]3)[n:21][cH:22]2)[cH:11][cH:12][cH:13][cH:14][cH:15]1. The reactants are COC(=O)CBr, O=C([O-])[O-], CCCCCCCCCCCCCCCCOc1ccc(O)cc1, CC(C)=O, ClC(Cl)Cl, [K+], [K+]. Product: CCCCCCCCCCCCCCCCOc1ccc(OCC(=O)OC)cc1. RXN SMILES: [Br:25][CH2:26][C:27](=[O:28])[O:29][CH3:30].[C:31](=[O:32])([O-:33])[O-:34].[CH2:1]([CH2:2][CH2:3][CH2:4][CH2:5][CH2:6][CH2:7][CH2:8][CH2:9][CH2:10][CH2:11][CH2:12][CH2:13][CH2:14][CH2:15][CH3:16])[O:17][c:18]1[cH:19][cH:20][c:21]([OH:24])[cH:22][cH:23]1.[CH3:37][C:38](=[O:39])[CH3:40].[CH:41]([Cl:42])([Cl:43])[Cl:44].[K+:35].[K+:36]>>[CH2:1]([CH2:2][CH2:3][CH2:4][CH2:5][CH2:6][CH2:7][CH2:8][CH2:9][CH2:10][CH2:11][CH2:12][CH2:13][CH2:14][CH2:15][CH3:16])[O:17][c:18]1[cH:19][cH:20][c:21]([O:24][CH2:26][C:27](=[O:28])[O:29][CH3:30])[cH:22][cH:23]1.